From a dataset of the Open Reaction Database (ORD), a public repository of structured organic reaction records. describe an organic reaction: reactants, conditions, products, and yield Reactants: CC=1N=C(SC1C)C=1NC2=C(C=CC=C2C1)N (2-(4,5-dimethyl-1,3-thiazol-2-yl)-1H-indole-7-amine), S1C(=CC=C1)S(=O)(=O)Cl (thiophene-2-sulfonyl chloride). The solvent is N1=CC=CC=C1 (pyridine). Run at time 15 hour. Product: CC=1N=C(SC1C)C=1NC2=C(C=CC=C2C1)NS(=O)(=O)C=1SC=CC1 (N-[2-(4,5-Dimethyl-1,3-thiazol-2-yl)-1H-indol-7-yl]thiophene-2-sulfonamide). Yield: 88.7%. RXN SMILES: [CH3:1][C:2]1[N:3]=[C:4]([C:8]2[NH:9][C:10]3[C:15]([CH:16]=2)=[CH:14][CH:13]=[CH:12][C:11]=3[NH2:17])[S:5][C:6]=1[CH3:7].[S:18]1[CH:22]=[CH:21][CH:20]=[C:19]1[S:23](Cl)(=[O:25])=[O:24]>N1C=CC=CC=1>[CH3:1][C:2]1[N:3]=[C:4]([C:8]2[NH:9][C:10]3[C:15]([CH:16]=2)=[CH:14][CH:13]=[CH:12][C:11]=3[NH:17][S:23]([C:19]2[S:18][CH:22]=[CH:21][CH:20]=2)(=[O:25])=[O:24])[S:5][C:6]=1[CH3:7]. Reported procedure: To a mixture of 2-(4,5-dimethyl-1,3-thiazol-2-yl)-1H-indole-7-amine (0.10 g) and pyridine (8 mL) was added thiophene-2-sulfonyl chloride (0.090 g) at 4° C., and the mixture was stirred at room temperature for 15 hr. The reaction solution was concentrated. The obtained residue was diluted with ethyl acetate, washed with aqueous citric acid solution and saturated brine, dried over-anhydrous magnesium sulfate, and concentrated under reduced pressure. The obtained residue was subjected to silica gel... Starting materials: BrC1=CC=C(C=C1)C(=O)C1=CC(=C(C=C1)O)F ((4-Bromophenyl)(3-fluoro-4-hydroxyphenyl)methanone), C1(CCCCCC1)=O (cycloheptanone), C(=O)([O-])[O-].[K+].[K+] (K2CO3). Reagents/catalysts: [Zn] (zinc), Cl[Ti](Cl)(Cl)Cl (TiCl4). The solvent is C1CCOC1 (THF), C1CCOC1 (THF). Reaction conditions: time 1.5 hour. The product is BrC1=CC=C(C=C1)C(C1=CC(=C(C=C1)O)F)=C1CCCCCC1 (4-[(4-Bromophenyl)(cycloheptylidene)methyl]-2-fluorophenol). Isolated yield 78.4%. RXN SMILES: [Br:1][C:2]1[CH:7]=[CH:6][C:5]([C:8]([C:10]2[CH:15]=[CH:14][C:13]([OH:16])=[C:12]([F:17])[CH:11]=2)=O)=[CH:4][CH:3]=1.[C:18]1(=O)[CH2:24][CH2:23][CH2:22][CH2:21][CH2:20][CH2:19]1.C([O-])([O-])=O.[K+].[K+]>C1COCC1.[Zn].Cl[Ti](Cl)(Cl)Cl>[Br:1][C:2]1[CH:7]=[CH:6][C:5]([C:8](=[C:18]2[CH2:24][CH2:23][CH2:22][CH2:21][CH2:20][CH2:19]2)[C:10]2[CH:15]=[CH:14][C:13]([OH:16])=[C:12]([F:17])[CH:11]=2)=[CH:4][CH:3]=1 |f:2.3.4|. Procedure details: To a stirred suspension of zinc powder (0.54 g, 8.13 mmol) in THF (20 mL) was slowly added TiCl4 (0.45 mL, 4.07 mmol) via syringe at room temperature under a nitrogen atmosphere. The mixture was heated at reflux for 2 h. A solution of (4-bromophenyl)(3-fluoro-4-hydroxyphenyl)methanone (82) (0.30 g, 1.02 mmol) and cycloheptanone (0.35 g, 3.05 mmol) in THF (6 mL) was added to the mixture. The reaction mixture was heated at reflux with stirring under a nitrogen atmosphere for 1.5 h. The reaction mi... The reactants are C(C)OC1=CC=C(C=C1)C1=CC=NC=C1 (4-(4-Ethoxy-phenyl)-pyridine). Reagents/catalysts: [Pt](=O)=O (platinum(IV) oxide). Run in C(C)(=O)O (acetic acid). Yields the product C1CCOC1.CO.[NH4+].[OH-] (THF MeOH NH4OH), C(C)OC1=CC=C(C=C1)C1CCNCC1 (4-(4-Ethoxy-phenyl)-piperidine). Reaction SMILES: [CH2:1]([O:3][C:4]1[CH:9]=[CH:8][C:7]([C:10]2[CH:15]=[CH:14][N:13]=[CH:12][CH:11]=2)=[CH:6][CH:5]=1)[CH3:2]>C(O)(=O)C.[Pt](=O)=O>[CH2:9]1[CH2:4][O:3][CH2:7][CH2:8]1.[CH3:1][OH:3].[NH4+:13].[OH-:3].[CH2:1]([O:3][C:4]1[CH:9]=[CH:8][C:7]([CH:10]2[CH2:11][CH2:12][NH:13][CH2:14][CH2:15]2)=[CH:6][CH:5]=1)[CH3:2] |f:3.4.5.6|. Procedure: 410 mg (2.06 mmol) 4-(4-Ethoxy-phenyl)-pyridine in 10 mL acetic acid are hydrogenated (3 bar) for 9 h at rt using 50 mg platinum(IV) oxide. After that time, the catalyst is filtered off and the solvent is evaporated. The residue is taken up in 1N NaOH and extracted with EtOAc. The organic layer is dried over sodium sulphate and the solvent is evaporated. The residue is purified by column chromatography (silica gel; DCM:MeOH 9:1, then THF:MeOH:NH4OH 1:1:0.1) to yield the desired product.